The task is: describe an organic reaction: reactants, conditions, products, and yield. This data is from the Open Reaction Database (ORD), a public repository of structured organic reaction records. The solvent is N1=CC=CC=C1 (pyridine). Reactants: O1C2C=CC1C(C2CO)C(C)(C)O (3,6-epoxy-4-hydroxymethyl-5-(1-hydroxy-1-methylethyl)-1-cyclohexene), C1(=CC=C(C=C1)S(=O)(=O)Cl)C (p-toluenesulfonyl chloride). Conditions: temperature 5 celsius, time 1 hour. RXN SMILES: [O:1]1[CH:5]2[CH:6]([C:10]([OH:13])([CH3:12])[CH3:11])[CH:7]([CH2:8][OH:9])[CH:2]1[CH:3]=[CH:4]2.[C:14]1([CH3:24])[CH:19]=[CH:18][C:17]([S:20](Cl)(=[O:22])=[O:21])=[CH:16][CH:15]=1>N1C=CC=CC=1>[CH3:24][C:14]1[CH:19]=[CH:18][C:17]([S:20]([O-:1])(=[O:22])=[O:21])=[CH:16][CH:15]=1.[O:1]1[CH:2]2[CH:7]([CH2:8][O:9][S:20]([C:17]3[CH:18]=[CH:19][C:14]([CH3:24])=[CH:15][CH:16]=3)(=[O:22])=[O:21])[CH:6]([C:10]([OH:13])([CH3:11])[CH3:12])[CH:5]1[CH:4]=[CH:3]2. Reported procedure: In 2000 ml of pyridine was dissolved 360 g of 3,6-epoxy-4-hydroxymethyl-5-(1-hydroxy-1-methylethyl)-1-cyclohexene. In a nitrogen stream, the solution was cooled at 5° C., and 400 g of p-toluenesulfonyl chloride was added thereto. The solution was stirred at the temperature for one hour and then at room temperature for 18 hours (at this stage, a corresponding monotosylate, i.e., 3,6-epoxy-4-(1-hydroxy-1-methylethyl)-5-(p-toluenesulfonyloxymethyl)-1-cyclohexene formed in the reaction system). The ... The product is CC1=CC=C(C=C1)S(=O)(=O)[O-] (monotosylate), O1C2C=CC1C(C2C(C)(C)O)COS(=O)(=O)C2=CC=C(C=C2)C (3,6-epoxy-4-(1-hydroxy-1-methylethyl)-5-(p-toluenesulfonyloxymethyl)-1-cyclohexene). The solvent is C1CCOC1 (THF), CCO (EtOH). Starting materials: C(C=C)N1C(C(CCCC1)(C1=CC(=CC=C1)OC)CC)=O (1-allyl-3-ethyl-3-(3-methoxy-phenyl)-azepan-2-one), B.C1CCOC1 (BH3.THF), [OH-].[Na+] (NaOH), OO (H2O2). Product: C(C)C1(C(N(CCCC1)CCCO)=O)C1=CC(=CC=C1)OC (3-ethyl-1-(3-hydroxy-propyl)-3-(3-methoxy-phenyl)-azepan-2-one). Conditions: temperature 0 celsius. As a reaction SMILES: [CH2:1]([N:4]1[CH2:10][CH2:9][CH2:8][CH2:7][C:6]([CH2:19][CH3:20])([C:11]2[CH:16]=[CH:15][CH:14]=[C:13]([O:17][CH3:18])[CH:12]=2)[C:5]1=[O:21])[CH:2]=[CH2:3].B.C1C[O:26]CC1.[OH-].[Na+].OO>C1COCC1.CCO>[CH2:19]([C:6]1([C:11]2[CH:16]=[CH:15][CH:14]=[C:13]([O:17][CH3:18])[CH:12]=2)[CH2:7][CH2:8][CH2:9][CH2:10][N:4]([CH2:1][CH2:2][CH2:3][OH:26])[C:5]1=[O:21])[CH3:20] |f:1.2,3.4|. Procedure: To a solution of 1-allyl-3-ethyl-3-(3-methoxy-phenyl)-azepan-2-one (as described above in Step A) (0.83 g, 2.89 mmol) in THF (20 mL) at 0° C. was added BH3.THF (1M, 2.85 mL, 2.89 mmol) with stirring. After 1 hr at 25° C. the reaction mixture was cooled to 0° C. and EtOH (5 mL), 1M NaOH (5 mL), and 30% H2O2 (10 mL) were added. The reaction mixture was stirred for 1 hr at 25° C. The solvents were removed in vacuo and the residue was partitioned between EtOAc and saturated NaHCO3 solution. The orga... The reactants are CN(C)c1cccc(Nc2cc(N)ncn2)c1, CCOC(C)=O, O=C=Nc1c(F)cccc1F, C1COCCO1. Yields the product CN(C)c1cccc(Nc2cc(NC(=O)Nc3c(F)cccc3F)ncn2)c1. As a reaction SMILES: [CH3:1][N:2]([c:3]1[cH:4][c:5]([NH:9][c:10]2[n:11][cH:12][n:13][c:14]([NH2:16])[cH:15]2)[cH:6][cH:7][cH:8]1)[CH3:17].[CH3:29][CH2:30][O:31][C:32](=[O:33])[CH3:34].[F:18][c:19]1[c:20]([N:26]=[C:27]=[O:28])[c:21]([F:25])[cH:22][cH:23][cH:24]1.[O:35]1[CH2:36][CH2:37][O:38][CH2:39][CH2:40]1>>[CH3:1][N:2]([c:3]1[cH:4][c:5]([NH:9][c:10]2[n:11][cH:12][n:13][c:14]([NH:16][C:27]([NH:26][c:20]3[c:19]([F:18])[cH:24][cH:23][cH:22][c:21]3[F:25])=[O:28])[cH:15]2)[cH:6][cH:7][cH:8]1)[CH3:17]. The product is NC[C@H](CC1=CC(=CC=C1)F)N1C(C2=NC=C(C=C2C1)C1=C(C=NN1C)Cl)=O (6-[(1S)-2-amino-1-(3-fluorobenzyl)ethyl]-3-(4-chloro-1-methyl-1H-pyrazol-5-yl)-5,6-dihydro-7H-pyrrolo[3,4-b]pyridin-7-one). Reported procedure: 2-[(2S)-2-[3-(4-Chloro-1-methyl-1H-pyrazol-5-yl)-7-oxo-5,7-dihydro-6H-pyrrolo [3,4-b]pyridin-6-yl]-3-(3-fluorophenyl)propyl]-1H-isoindole-1,3(2H)-dione (48 mg, 0.91) was dissolved in methanol (2 mL), tetrahydron furan (2 mL) and hydrazine (0.2 mL). The resulting reaction mixture was stirred at 50° C. for 2 h. Direct purification on prep.—HPLC (pH=10) afforded 12 mg (30.1% yield) of the desired intermediate as white solid. LC-MS found: 400.1 (M+H)+; 1H NMR (300 MHz, DMSO-d6) δ ppm: 8.78 (d, J=1.8... Reaction conditions: temperature 50 celsius, time 2 hour. Yield: 33.1%. Starting materials: O1C=CC=C1 (furan), ClC=1C=NN(C1C=1C=C2C(=NC1)C(N(C2)[C@H](CN2C(C1=CC=CC=C1C2=O)=O)CC2=CC(=CC=C2)F)=O)C (2-[(2S)-2-[3-(4-Chloro-1-methyl-1H-pyrazol-5-yl)-7-oxo-5,7-dihydro-6H-pyrrolo [3,4-b]pyridin-6-yl]-3-(3-fluorophenyl)propyl]-1H-isoindole-1,3(2H)-dione), NN (hydrazine). As a reaction SMILES: [Cl:1][C:2]1[CH:3]=[N:4][N:5]([CH3:38])[C:6]=1[C:7]1[CH:8]=[C:9]2[CH2:15][N:14]([C@@H:16]([CH2:29][C:30]3[CH:35]=[CH:34][CH:33]=[C:32]([F:36])[CH:31]=3)[CH2:17][N:18]3C(=O)C4C(=CC=CC=4)C3=O)[C:13](=[O:37])[C:10]2=[N:11][CH:12]=1.O1C=CC=C1.NN>CO>[NH2:18][CH2:17][C@@H:16]([N:14]1[CH2:15][C:9]2[C:10](=[N:11][CH:12]=[C:7]([C:6]3[N:5]([CH3:38])[N:4]=[CH:3][C:2]=3[Cl:1])[CH:8]=2)[C:13]1=[O:37])[CH2:29][C:30]1[CH:35]=[CH:34][CH:33]=[C:32]([F:36])[CH:31]=1. The solvent is CO (methanol). The reactants are [BH3-]C#N, CO, CC(C)NC1CCC(N2CCC(c3cccc(C(F)(F)F)c3)=CC2=O)C(CS(=O)(=O)C(C)C)C1, CC=O, [Na+]. Product: CCN(C(C)C)C1CCC(N2CCC(c3cccc(C(F)(F)F)c3)=CC2=O)C(CS(=O)(=O)C(C)C)C1. RXN SMILES: [C:38]([BH3-:39])#[N:40].[CH3:42][OH:43].[CH:1]([CH3:2])([CH3:3])[NH:4][CH:5]1[CH2:6][CH:7]([CH2:28][S:29](=[O:30])(=[O:31])[CH:32]([CH3:33])[CH3:34])[CH:8]([N:11]2[C:12](=[O:27])[CH:13]=[C:14]([c:17]3[cH:18][c:19]([C:23]([F:24])([F:25])[F:26])[cH:20][cH:21][cH:22]3)[CH2:15][CH2:16]2)[CH2:9][CH2:10]1.[CH:35]([CH3:36])=[O:37].[Na+:41]>>[CH:1]([CH3:2])([CH3:3])[N:4]([CH:5]1[CH2:6][CH:7]([CH2:28][S:29](=[O:30])(=[O:31])[CH:32]([CH3:33])[CH3:34])[CH:8]([N:11]2[C:12](=[O:27])[CH:13]=[C:14]([c:17]3[cH:18][c:19]([C:23]([F:24])([F:25])[F:26])[cH:20][cH:21][cH:22]3)[CH2:15][CH2:16]2)[CH2:9][CH2:10]1)[CH2:35][CH3:36]. Yields the product Cc1csc(NC(=O)C(CC2CCCC2)c2ccc(S(C)(=O)=O)cc2)n1. The reactants are O=C1CCC(=O)N1Br, ClCCl, CCOC(C)=O, CS(=O)(=O)c1ccc(C(CC2CCCC2)C(=O)O)cc1, Cl, Cc1csc(N)n1, O, c1ccc(P(c2ccccc2)c2ccccc2)cc1. As a reaction SMILES: [Br:20][N:21]1[C:22](=[O:23])[CH2:24][CH2:25][C:26]1=[O:27].[CH2:56]([Cl:57])[Cl:58].[CH3:60][CH2:61][O:62][C:63](=[O:64])[CH3:65].[CH:28]1([CH2:33][CH:34]([C:35](=[O:36])[OH:37])[c:38]2[cH:39][cH:40][c:41]([S:44](=[O:45])(=[O:46])[CH3:47])[cH:42][cH:43]2)[CH2:29][CH2:30][CH2:31][CH2:32]1.[ClH:55].[NH2:48][c:49]1[s:50][cH:51][c:52]([CH3:54])[n:53]1.[OH2:59].[c:1]1([P:2]([c:3]2[cH:4][cH:5][cH:6][cH:7][cH:8]2)[c:9]2[cH:10][cH:11][cH:12][cH:13][cH:14]2)[cH:15][cH:16][cH:17][cH:18][cH:19]1>>[CH:28]1([CH2:33][CH:34]([C:35](=[O:37])[NH:48][c:49]2[s:50][cH:51][c:52]([CH3:54])[n:53]2)[c:38]2[cH:39][cH:40][c:41]([S:44](=[O:45])(=[O:46])[CH3:47])[cH:42][cH:43]2)[CH2:29][CH2:30][CH2:31][CH2:32]1. The reactants are CCOC(=O)c1cnc(Nc2ccc(OCC)c(OCC)c2)[nH]c1=O, CC(=O)O, [Na+], [OH-], O. Yields the product CCOc1ccc(Nc2ncc(C(=O)O)c(=O)[nH]2)cc1OCC. Reaction SMILES: [CH2:1]([CH3:2])[O:3][c:4]1[cH:5][c:6]([NH:7][c:8]2[nH:9][c:10](=[O:19])[c:11]([C:14](=[O:15])[O:16][CH2:17][CH3:18])[cH:12][n:13]2)[cH:20][cH:21][c:22]1[O:23][CH2:24][CH3:25].[CH3:29][C:30](=[O:31])[OH:32].[Na+:27].[OH-:26].[OH2:28]>>[CH2:1]([CH3:2])[O:3][c:4]1[cH:5][c:6]([NH:7][c:8]2[nH:9][c:10](=[O:19])[c:11]([C:14](=[O:15])[OH:16])[cH:12][n:13]2)[cH:20][cH:21][c:22]1[O:23][CH2:24][CH3:25].